Dataset: the Open Reaction Database (ORD), a public repository of structured organic reaction records. Task: describe an organic reaction: reactants, conditions, products, and yield RXN SMILES: [CH3:1][S:2](=[O:3])(=[O:4])[NH:5][CH2:6][c:7]1[cH:8][cH:9][c:10]([CH2:13][C:14](=[O:15])[O:16][CH2:17][CH3:18])[cH:11][cH:12]1.[CH3:21][CH2:22][OH:23].[K+:20].[OH-:19].[OH2:24]>>[CH3:1][S:2](=[O:3])(=[O:4])[NH:5][CH2:6][c:7]1[cH:8][cH:9][c:10]([CH2:13][C:14](=[O:15])[OH:16])[cH:11][cH:12]1. The reactants are CCOC(=O)Cc1ccc(CNS(C)(=O)=O)cc1, CCO, [K+], [OH-], O. Yields the product CS(=O)(=O)NCc1ccc(CC(=O)O)cc1. The reactants are O=C1CCC1, Ic1cc2c(cc1OCc1ccccc1)CCNCC2. Product: Ic1cc2c(cc1OCc1ccccc1)CCN(C1CCC1)CC2. As a reaction SMILES: [C:21]1(=[O:25])[CH2:22][CH2:23][CH2:24]1.[I:1][c:2]1[cH:3][c:4]2[c:5]([cH:11][c:12]1[O:13][CH2:14][c:15]1[cH:16][cH:17][cH:18][cH:19][cH:20]1)[CH2:6][CH2:7][NH:8][CH2:9][CH2:10]2>>[I:1][c:2]1[cH:3][c:4]2[c:5]([cH:11][c:12]1[O:13][CH2:14][c:15]1[cH:16][cH:17][cH:18][cH:19][cH:20]1)[CH2:6][CH2:7][N:8]([CH:21]1[CH2:22][CH2:23][CH2:24]1)[CH2:9][CH2:10]2. The reactants are CC(C)=O, CC1=C2CCC3C(CCC4(C)C(O[Si](c5ccccc5)(c5ccccc5)c5ccccc5)CCC34)C2(CO)CCC1=O. Product: CC1=C2CCC3C(CCC4(C)C(O[Si](c5ccccc5)(c5ccccc5)c5ccccc5)CCC34)C2(C=O)CCC1=O. As a reaction SMILES: [CH3:43][C:44](=[O:45])[CH3:46].[OH:1][CH2:2][C:3]12[CH2:4][CH2:5][C:6](=[O:42])[C:7]([CH3:41])=[C:8]1[CH2:9][CH2:10][CH:11]1[CH:12]3[CH2:13][CH2:14][CH:15]([O:21][Si:22]([c:23]4[cH:24][cH:25][cH:26][cH:27][cH:28]4)([c:29]4[cH:30][cH:31][cH:32][cH:33][cH:34]4)[c:35]4[cH:36][cH:37][cH:38][cH:39][cH:40]4)[C:16]3([CH3:17])[CH2:18][CH2:19][CH:20]21>>[O:1]=[CH:2][C:3]12[CH2:4][CH2:5][C:6](=[O:42])[C:7]([CH3:41])=[C:8]1[CH2:9][CH2:10][CH:11]1[CH:12]3[CH2:13][CH2:14][CH:15]([O:21][Si:22]([c:23]4[cH:24][cH:25][cH:26][cH:27][cH:28]4)([c:29]4[cH:30][cH:31][cH:32][cH:33][cH:34]4)[c:35]4[cH:36][cH:37][cH:38][cH:39][cH:40]4)[C:16]3([CH3:17])[CH2:18][CH2:19][CH:20]21. Reactants: S(C)(=O)(=O)[O-] (mesylate), ClCCl (dichloromethane), CCCCCC.C(C)(=O)OCC (hexane ethyl acetate). Yields the product C(CCC)C1=CC2CC(CC(C1)C2)=O (7-Butylbicyclo[3.3.1]non-6-en-3-one). The yield is 41.0%. As a reaction SMILES: S([O-])(=O)(=O)C.ClCCl.[CH3:9][CH2:10][CH2:11][CH2:12][CH2:13][CH3:14].C([O:18][CH2:19][CH3:20])(=O)C>>[CH2:11]([C:10]1[CH2:13][CH:12]2[CH2:11][CH:10]([CH2:9][C:19](=[O:18])[CH2:20]2)[CH:9]=1)[CH2:12][CH2:13][CH3:14] |f:2.3|. Reported procedure: This reaction was performed in a manner similar to that described for the preparation of IIc, starting from mesylate IV (X=--CH2 --; R=n--C4H9) (13.6 g, 47.2 mmol), silica gel (14 g) and dichloromethane (140 ml). The residue obtained was subjected to column chromatography on silica gel (120 g) using hexane/ethyl acetate mixtures of increasing polarity as eluent. On elution with 95:5 hexane/ethyl acetate, the ketone IIe (3.7 g, 41% yield) was obtained. Continuing the elution with 90:10 hexane/eth... The reactants are C(C)(C)(C)O (t-butanol), FC(C(=O)O)(F)F (trifluoroacetic acid), S(O)(O)(=O)=O (sulfuric acid), BrC1=CC=C(C=C1)CC=1N=NNN1 (5-[(4-bromophenyl)methyl]-2H-tetrazole). Product: BrC1=CC=C(C=C1)CC=1N=NN(N1)C(C)(C)C (5-[(4-bromophenyl)methyl]-2-(1,1-dimethylethyl)-2H-tetrazole). Yield: 54.0%. Reaction SMILES: [Br:1][C:2]1[CH:7]=[CH:6][C:5]([CH2:8][C:9]2[N:10]=[N:11][NH:12][N:13]=2)=[CH:4][CH:3]=1.[C:14](O)([CH3:17])([CH3:16])[CH3:15].FC(F)(F)C(O)=O.S(=O)(=O)(O)O>>[Br:1][C:2]1[CH:7]=[CH:6][C:5]([CH2:8][C:9]2[N:10]=[N:11][N:12]([C:14]([CH3:17])([CH3:16])[CH3:15])[N:13]=2)=[CH:4][CH:3]=1. Procedure details: A mixture of 5-[(4-bromophenyl)methyl]-2H-tetrazole (18.5 g. 77 mmol). t-butanol (11.4 g. 150 mmol), trifluoroacetic acid (76 mL. 1.0 mol) and concentrated sulfuric acid (3.8 g. 39 mmol) was stirred for 24 h and then partitioned between ethyl acetate (250 mL) and water (100 mL). The organic layer was washed with water (4×100 mL) and 1M NAOH (2×100 mL) and was dried over sodium sulfate. Filtration and removal of the solvent in vacuo produced a solid that was recrystallized from hexane to give 5-[...